From a dataset of the Open Reaction Database (ORD), a public repository of structured organic reaction records. describe an organic reaction: reactants, conditions, products, and yield Reactants: C(\C=C\C)(=O)OCC (Ethyl crotonate), C(C)[S-].[Na+] (Sodium ethanethiolate). Run in O (water), CN(C)C=O (DMF). Product: C(C)SC(CC(=O)OCC)C (Ethyl 3-(ethylthio)butanoate). The yield is 14.0%. RXN SMILES: [C:1]([O:6][CH2:7][CH3:8])(=[O:5])/[CH:2]=[CH:3]/[CH3:4].[CH2:9]([S-:11])[CH3:10].[Na+]>CN(C=O)C.O>[CH2:9]([S:11][CH:3]([CH3:4])[CH2:2][C:1]([O:6][CH2:7][CH3:8])=[O:5])[CH3:10] |f:1.2|. Reported procedure: Ethyl crotonate (commercially available, for example, from Aldrich) (2.37 g, 20.8 mmol) was dissolved in DMF (60 ml) and stirred at room temperature. Sodium ethanethiolate (commercially available, for example, from Aldrich) (1.66 g, 19.7 mmol) was added portionwise. On completion of the addition, the mixture was stirred at room temperature overnight. The mixture was diluted with water and extracted with EtOAc (×3). The combined organic solutions were dried (MgSO4), and concentrated in vacuo, for... Reactants: [Al+3], CC(C)[O-], CC(=O)C=CCC(C)CCC=C(C)C, CC(C)[O-], CC(C)[O-], CC(C)=O, CC(C)O. Yields the product CC(C)=CCCC(C)CC=CC(C)O. As a reaction SMILES: [Al+3:23].[CH3:19][CH:20]([CH3:21])[O-:22].[CH3:1][CH:2]([CH2:3][CH:4]=[CH:5][C:6]([CH3:7])=[O:8])[CH2:9][CH2:10][CH:11]=[C:12]([CH3:13])[CH3:14].[CH3:24][CH:25]([CH3:26])[O-:27].[CH3:28][CH:29]([CH3:30])[O-:31].[CH3:32][C:33](=[O:34])[CH3:35].[CH:15]([OH:16])([CH3:17])[CH3:18]>>[CH3:1][CH:2]([CH2:3][CH:4]=[CH:5][CH:6]([CH3:7])[OH:8])[CH2:9][CH2:10][CH:11]=[C:12]([CH3:13])[CH3:14]. Starting materials: O=C([O-])[O-], CN(C)C=O, COc1cc2c(Oc3ccc(C)cc3C(=O)c3ccccc3)ccnc2cc1OCCCCl, [K+], [K+], C1CCN(C2CCNCC2)C1, O. Product: COc1cc2c(Oc3ccc(C)cc3C(=O)c3ccccc3)ccnc2cc1OCCCN1CCC(N2CCCC2)CC1. RXN SMILES: [C:45](=[O:46])([O-:47])[O-:48].[CH3:52][N:53]([CH3:54])[CH:55]=[O:56].[Cl:1][CH2:2][CH2:3][CH2:4][O:5][c:6]1[c:7]([O:32][CH3:33])[cH:8][c:9]2[c:10]([O:16][c:17]3[c:18]([C:24](=[O:25])[c:26]4[cH:27][cH:28][cH:29][cH:30][cH:31]4)[cH:19][c:20]([CH3:23])[cH:21][cH:22]3)[cH:11][cH:12][n:13][c:14]2[cH:15]1.[K+:49].[K+:50].[N:34]1([CH:39]2[CH2:40][CH2:41][NH:42][CH2:43][CH2:44]2)[CH2:35][CH2:36][CH2:37][CH2:38]1.[OH2:51]>>[CH2:2]([CH2:3][CH2:4][O:5][c:6]1[c:7]([O:32][CH3:33])[cH:8][c:9]2[c:10]([O:16][c:17]3[c:18]([C:24](=[O:25])[c:26]4[cH:27][cH:28][cH:29][cH:30][cH:31]4)[cH:19][c:20]([CH3:23])[cH:21][cH:22]3)[cH:11][cH:12][n:13][c:14]2[cH:15]1)[N:42]1[CH2:41][CH2:40][CH:39]([N:34]2[CH2:35][CH2:36][CH2:37][CH2:38]2)[CH2:44][CH2:43]1. Starting materials: CCN=C=NCCCN(C)C, CCN(C(C)C)C(C)C, Cl, NC1C2CC3CC(C2)CC1C3, CN(C)C=O, On1nnc2ccccc21, O=C(O)c1ccc(F)cc1. Product: O=C(NC1C2CC3CC(C2)CC1C3)c1ccc(F)cc1. Reaction SMILES: [CH3:21][CH2:22][N:23]=[C:24]=[N:25][CH2:26][CH2:27][CH2:28][N:29]([CH3:30])[CH3:31].[CH:44]([N:45]([CH2:46][CH3:47])[CH:48]([CH3:49])[CH3:50])([CH3:51])[CH3:52].[ClH:43].[NH2:32][CH:33]1[CH:34]2[CH2:35][CH:36]3[CH2:37][CH:38]([CH2:39][CH:40]1[CH2:41]3)[CH2:42]2.[O:53]=[CH:54][N:55]([CH3:56])[CH3:57].[OH:11][n:12]1[c:13]2[c:14]([cH:15][cH:16][cH:17][cH:18]2)[n:19][n:20]1.[OH:1][C:2](=[O:3])[c:4]1[cH:5][cH:6][c:7]([F:8])[cH:9][cH:10]1>>[C:2](=[O:3])([c:4]1[cH:5][cH:6][c:7]([F:8])[cH:9][cH:10]1)[NH:32][CH:33]1[CH:34]2[CH2:35][CH:36]3[CH2:37][CH:38]([CH2:39][CH:40]1[CH2:41]3)[CH2:42]2. The reactants are Cc1ccccc1, O=Cc1cc(N2C(=O)C3=C(CCCC3)C2=O)ccc1Cl, O=P(C=P(c1ccccc1)(c1ccccc1)c1ccccc1)(Oc1ccccc1)Oc1ccccc1. Product: O=C1C2=C(CCCC2)C(=O)N1c1ccc(Cl)c(C=CP(=O)(Oc2ccccc2)Oc2ccccc2)c1. As a reaction SMILES: [CH3:57][c:58]1[cH:59][cH:60][cH:61][cH:62][cH:63]1.[Cl:37][c:38]1[c:39]([CH:40]=[O:41])[cH:42][c:43]([N:46]2[C:47](=[O:56])[C:48]3=[C:53]([CH2:52][CH2:51][CH2:50][CH2:49]3)[C:54]2=[O:55])[cH:44][cH:45]1.[c:1]1([P:2]([c:3]2[cH:4][cH:5][cH:6][cH:7][cH:8]2)([c:9]2[cH:10][cH:11][cH:12][cH:13][cH:14]2)=[CH:20][P:21]([O:22][c:23]2[cH:24][cH:25][cH:26][cH:27][cH:28]2)(=[O:29])[O:30][c:31]2[cH:32][cH:33][cH:34][cH:35][cH:36]2)[cH:15][cH:16][cH:17][cH:18][cH:19]1>>[CH:20]([P:21]([O:22][c:23]1[cH:24][cH:25][cH:26][cH:27][cH:28]1)(=[O:29])[O:30][c:31]1[cH:32][cH:33][cH:34][cH:35][cH:36]1)=[CH:40][c:39]1[c:38]([Cl:37])[cH:45][cH:44][c:43]([N:46]2[C:47](=[O:56])[C:48]3=[C:53]([CH2:52][CH2:51][CH2:50][CH2:49]3)[C:54]2=[O:55])[cH:42]1. The reactants are CC=CC=CCO, CCOCC, O=C(O)c1ccc(O)cc1. The product is CC=CC=CCOC(=O)c1ccc(O)cc1. Reaction SMILES: [CH2:11]([CH:12]=[CH:13][CH:14]=[CH:15][CH3:16])[OH:17].[CH3:18][CH2:19][O:20][CH2:21][CH3:22].[OH:1][c:2]1[cH:3][cH:4][c:5]([C:6](=[O:7])[OH:8])[cH:9][cH:10]1>>[OH:1][c:2]1[cH:3][cH:4][c:5]([C:6]([O:7][CH2:11][CH:12]=[CH:13][CH:14]=[CH:15][CH3:16])=[O:8])[cH:9][cH:10]1.